Dataset: the Open Reaction Database (ORD), a public repository of structured organic reaction records. Task: describe an organic reaction: reactants, conditions, products, and yield The reactants are FC1=C(C(=CC(=C1)OC)F)C(C(=O)O)OCC ((RS)-(2,6-Difluoro-4-methoxy-phenyl)-ethoxy-acetic acid), Cl.NCC1=C(C=C(C#N)C=C1)O (4-aminomethyl-3-hydroxy-benzonitrile hydrochloride). Yields the product C(#N)C1=CC(=C(CNC(C(OCC)C2=C(C=C(C=C2F)OC)F)=O)C=C1)O ((RS)-N-(4-cyano-2-hydroxy-benzyl)-2-(2,6-difluoro-4-methoxy-phenyl)-2-ethoxy-acetamide). As a reaction SMILES: [F:1][C:2]1[CH:7]=[C:6]([O:8][CH3:9])[CH:5]=[C:4]([F:10])[C:3]=1[CH:11]([O:15][CH2:16][CH3:17])[C:12]([OH:14])=O.Cl.[NH2:19][CH2:20][C:21]1[CH:28]=[CH:27][C:24]([C:25]#[N:26])=[CH:23][C:22]=1[OH:29]>>[C:25]([C:24]1[CH:27]=[CH:28][C:21]([CH2:20][NH:19][C:12](=[O:14])[CH:11]([C:3]2[C:4]([F:10])=[CH:5][C:6]([O:8][CH3:9])=[CH:7][C:2]=2[F:1])[O:15][CH2:16][CH3:17])=[C:22]([OH:29])[CH:23]=1)#[N:26] |f:1.2|. Procedure details: (RS)-(2,6-Difluoro-4-methoxy-phenyl)-ethoxy-acetic acid (example 101.3) was coupled with 4-aminomethyl-3-hydroxy-benzonitrile hydrochloride (example 110.2) according to general procedure B to give (RS)-N-(4-cyano-2-hydroxy-benzyl)-2-(2,6-difluoro-4-methoxy-phenyl)-2-ethoxy-acetamide. Colorless foam. MS 375.4 ([M−H]−)